describe an organic reaction: reactants, conditions, products, and yield From a dataset of the Open Reaction Database (ORD), a public repository of structured organic reaction records. The reactants are N (ammonia), Br.[N+](=O)([O-])C1=CC=C(C=C1)C[C@H](N)C=1N=C(SC1)C=1SC=CC1 ((S)-2-(4-nitrophenyl)-1-(thiophen-2-ylthiazol-4-yl)ethanamine hydrobromide salt), C(=O)([O-])[O-].[Ca+2] (CaCO3), C(=S)(Cl)Cl (thiophosgene). Run in C(Cl)Cl (CH2Cl2), O (water), C(Cl)(Cl)(Cl)Cl.O (CCl4 water). Run at time 18 hour. Yields the product S1C(=CC=C1)C=1SC=C(N1)[C@H](CC1=CC=C(C=C1)[N+](=O)[O-])NC(=S)N ((S)-1-[1-(thiophen-2-ylthiazol-4-yl)-2-(4-nitrophenyl)ethyl]-thiourea). RXN SMILES: Br.[N+:2]([C:5]1[CH:10]=[CH:9][C:8]([CH2:11][C@@H:12]([C:14]2[N:15]=[C:16]([C:19]3[S:20][CH:21]=[CH:22][CH:23]=3)[S:17][CH:18]=2)[NH2:13])=[CH:7][CH:6]=1)([O-:4])=[O:3].C([O-])([O-])=O.[Ca+2].[C:29](Cl)(Cl)=[S:30].[NH3:33]>C(Cl)(Cl)(Cl)Cl.O.C(Cl)Cl.O>[S:20]1[CH:21]=[CH:22][CH:23]=[C:19]1[C:16]1[S:17][CH:18]=[C:14]([C@@H:12]([NH:13][C:29]([NH2:33])=[S:30])[CH2:11][C:8]2[CH:7]=[CH:6][C:5]([N+:2]([O-:4])=[O:3])=[CH:10][CH:9]=2)[N:15]=1 |f:0.1,2.3,6.7|. Reported procedure: To a solution of (S)-2-(4-nitrophenyl)-1-(thiophen-2-ylthiazol-4-yl)ethanamine hydrobromide salt, 8, (1.23 g, 2.98 mmol) and CaCO3 (0.597 g, 5.96 mmol) in CCl4/water (10 mL/5 mL) is added thiophosgene (0.412 g, 3.58 mmol). The reaction is stirred at room temperature for 18 hours then diluted with CH2Cl2 and water. The layers are separated and the aqueous layer extracted with CH2Cl2. The combined organic layers are washed with brine, dried (Na2SO4) and concentrated in vacuo to a residue which is ... The reactants are CC(=O)CC(C)C, CCCCCCC, Nc1cc(O)c(Cl)cc1F, Cc1ccc(S(=O)(=O)O)cc1. Product: CC(CC(C)C)=Nc1cc(O)c(Cl)cc1F. As a reaction SMILES: [CH2:11]([CH:12]([CH3:13])[CH3:14])[C:15](=[O:16])[CH3:17].[CH3:29][CH2:30][CH2:31][CH2:32][CH2:33][CH2:34][CH3:35].[NH2:1][c:2]1[c:3]([F:10])[cH:4][c:5]([Cl:9])[c:6]([OH:8])[cH:7]1.[c:18]1([CH3:19])[cH:20][cH:21][c:22]([S:23]([OH:24])(=[O:25])=[O:26])[cH:27][cH:28]1>>[N:1]([c:2]1[c:3]([F:10])[cH:4][c:5]([Cl:9])[c:6]([OH:8])[cH:7]1)=[C:15]([CH2:11][CH:12]([CH3:13])[CH3:14])[CH3:17]. Reaction SMILES: C([S:4][C@@H:5]1[CH:10]2[CH2:11][CH2:12][N:7]([CH2:8][CH2:9]2)[CH2:6]1)(=O)C.[OH-].[Na+]>>[SH:4][C@@H:5]1[CH:10]2[CH2:11][CH2:12][N:7]([CH2:8][CH2:9]2)[CH2:6]1 |f:1.2|. Yields the product S[C@H]1CN2CCC1CC2 ((3R)-3-mercaptoquinuclidine). Isolated yield 45.8%. The reactants are C(C)(=O)S[C@H]1CN2CCC1CC2 ((3R)-3-(acetylthio)quinuclidine), [OH-].[Na+] (sodium hydroxide). Reported procedure: (3R)-3-Mercaptoquinuclidine may be obtained in a manner similar to that described in Example 2, but starting with (3R)-3-(acetylthio)quinuclidine (32.5 g) and 10N aqueous sodium hydroxide solution (35 cc); (3R)-3-mercaptoquinuclidine (11.5 g) is obtained in the form of white crystals which melt at 45° C. and distil at 90° C. under 830 Pa (αD20 =+121°, C=1.1, methanol). RXN SMILES: [CH2:1]([CH3:2])[O:3][C:4](=[O:5])[c:6]1[n:7][cH:8][c:9]2[nH:10][c:11]3[c:16]([c:17]2[c:18]1[CH2:19][O:20][CH3:21])[CH:15]([CH2:22][O:23][CH2:24][CH3:25])[CH2:14][CH2:13][CH2:12]3.[CH3:28][CH2:29][OH:30].[ClH:31].[Na+:27].[OH-:26]>>[O:3]=[C:4]([OH:5])[c:6]1[n:7][cH:8][c:9]2[nH:10][c:11]3[c:16]([c:17]2[c:18]1[CH2:19][O:20][CH3:21])[CH:15]([CH2:22][O:23][CH2:24][CH3:25])[CH2:14][CH2:13][CH2:12]3. Reactants: CCOCC1CCCc2[nH]c3cnc(C(=O)OCC)c(COC)c3c21, CCO, Cl, [Na+], [OH-]. Product: CCOCC1CCCc2[nH]c3cnc(C(=O)O)c(COC)c3c21. The reactants are ice water, [N+](=O)(O)[O-] (nitric acid), BrC1=C(C(=CC(=C1)F)Br)OC (2,6-dibromo-4-fluoroanisole). Reagents/catalysts: [Pd] (palladium on carbon). The solvent is S(O)(O)(=O)=O (sulfuric acid), C(C)O (ethanol), S(O)(O)(=O)=O (sulfuric acid). Conditions: temperature 20 celsius, time 4 hour. Product: FC1=C(N)C=C(C=C1)OC (2-Fluoro-5-methoxyaniline). The yield is 59.0%. Reaction SMILES: Br[C:2]1[CH:7]=[C:6]([F:8])[CH:5]=[C:4](Br)[C:3]=1[O:10][CH3:11].[N+:12]([O-])(O)=O>S(=O)(=O)(O)O.C(O)C.[Pd]>[F:8][C:6]1[CH:5]=[CH:4][C:3]([O:10][CH3:11])=[CH:2][C:7]=1[NH2:12]. Reported procedure: To a stirred mixture of 2,6-dibromo-4-fluoroanisole (52.5 g, 0.185 mol) in 98% sulfuric acid (152 mL) at 15° C. was added, dropwise over 0.5 h, a solution of nitric acid (9.2 mL) and sulfuric acid (152 mL) with external ice-bath cooling. The mixture was stirred at 20° C. over 4 h, then was poured into ice water (1 kg) and extracted with dichloromethane (3×150 mL). The combined extracts were dried (Na2SO4) and evaporated in vacuo to give a brown oil. Chromatography on silica with 1-50% ether in h...